Dataset: the Open Reaction Database (ORD), a public repository of structured organic reaction records. Task: describe an organic reaction: reactants, conditions, products, and yield Reactants: O=C([O-])[O-], CN(C)c1cc(-c2ccccc2)c(Cl)nn1, O=Cc1ccc(B(O)O)cc1, [Na+], [Na+], C1COCCO1, O. Product: CN(C)c1cc(-c2ccccc2)c(-c2ccc(C=O)cc2)nn1. Reaction SMILES: [C:28](=[O:29])([O-:30])[O-:31].[CH3:1][N:2]([c:3]1[n:4][n:5][c:6]([Cl:15])[c:7](-[c:9]2[cH:10][cH:11][cH:12][cH:13][cH:14]2)[cH:8]1)[CH3:16].[CH:17](=[O:18])[c:19]1[cH:20][cH:21][c:22]([B:25]([OH:26])[OH:27])[cH:23][cH:24]1.[Na+:32].[Na+:33].[O:34]1[CH2:35][CH2:36][O:37][CH2:38][CH2:39]1.[OH2:40]>>[CH3:1][N:2]([c:3]1[n:4][n:5][c:6](-[c:22]2[cH:21][cH:20][c:19]([CH:17]=[O:18])[cH:24][cH:23]2)[c:7](-[c:9]2[cH:10][cH:11][cH:12][cH:13][cH:14]2)[cH:8]1)[CH3:16]. Procedure: Crude (2-chloro-6,7-dihydro-5H-cyclopentapyrimidin-4-yl)-(4-methoxyphenyl)-methylamine (100 mg, 0.32 mmol) was dissolved in isopropanol (10 mL) followed by the addition of ethyl-diisopropyl-amine (83 mg, 0.64 mmol) and alcoholic methylamine (excess, 800 μL). The mixture was stirred for 3 days at 110° C. The mixtures were evaporated and the residue was dissolved in CH2Cl2 and extracted with HCl (1 N). The organic layer was dried with MgSO4 and concentrated. The title compound was purified by prep... Yields the product COC1=CC=C(C=C1)N(C1=NC(=NC2=C1CCC2)NC)C (N4-(4-Methoxy-phenyl)-N2,N4-dimethyl-6,7-dihydro-5H-cyclopentapyrimidine-2,4-diamine). Reaction SMILES: Cl[C:2]1[N:7]=[C:6]([N:8]([C:10]2[CH:15]=[CH:14][C:13]([O:16][CH3:17])=[CH:12][CH:11]=2)[CH3:9])[C:5]2[CH2:18][CH2:19][CH2:20][C:4]=2[N:3]=1.[CH2:21]([N:23](C(C)C)C(C)C)C.CN>C(O)(C)C>[CH3:17][O:16][C:13]1[CH:14]=[CH:15][C:10]([N:8]([CH3:9])[C:6]2[C:5]3[CH2:18][CH2:19][CH2:20][C:4]=3[N:3]=[C:2]([NH:23][CH3:21])[N:7]=2)=[CH:11][CH:12]=1. Starting materials: C(C)N(C(C)C)C(C)C (ethyl-diisopropyl-amine), CN (methylamine), ClC1=NC2=C(C(=N1)N(C)C1=CC=C(C=C1)OC)CCC2 ((2-chloro-6,7-dihydro-5H-cyclopentapyrimidin-4-yl)-(4-methoxyphenyl)-methylamine). The solvent is C(C)(C)O (isopropanol). Conditions: temperature 110 celsius, time 3 day. Starting materials: O=C(O)c1ncc(Br)cn1, Cn1nccc1B1OC(C)(C)C(C)(C)O1, [K+], [K+], O=C([O-])[O-], C1COCCO1, O. The product is Cn1nccc1-c1cnc(C(=O)O)nc1. RXN SMILES: [Br:22][c:23]1[cH:24][n:25][c:26]([C:29](=[O:30])[OH:31])[n:27][cH:28]1.[CH3:1][n:2]1[n:3][cH:4][cH:5][c:6]1[B:7]1[O:8][C:9]([CH3:10])([CH3:11])[C:12]([CH3:13])([CH3:14])[O:15]1.[K+:16].[K+:17].[O-:18][C:19]([O-:20])=[O:21].[O:32]1[CH2:33][CH2:34][O:35][CH2:36][CH2:37]1.[OH2:38]>>[CH3:1][n:2]1[n:3][cH:4][cH:5][c:6]1-[c:23]1[cH:24][n:25][c:26]([C:29](=[O:30])[OH:31])[n:27][cH:28]1. Starting materials: Cl.COC1=CC=C(C=C1)CCC(CN)=O (4-(4-methoxyphenyl)-2-oxo-1-aminobutane, hydrochloride), [S-]C#N.[K+] (potassium thiocyanate). Solvent: C(C)(=O)O (acetic acid), O (water). Yields the product COC1=CC=C(CCC2=CN=C(N2)S)C=C1 (5-(4-Methoxvphenethyl)-2-mercaptoimidazole). Isolated yield 19.2%. RXN SMILES: Cl.[CH3:2][O:3][C:4]1[CH:9]=[CH:8][C:7]([CH2:10][CH2:11][C:12](=O)[CH2:13][NH2:14])=[CH:6][CH:5]=1.[S-:16][C:17]#[N:18].[K+]>C(O)(=O)C.O>[CH3:2][O:3][C:4]1[CH:9]=[CH:8][C:7]([CH2:10][CH2:11][C:12]2[NH:18][C:17]([SH:16])=[N:14][CH:13]=2)=[CH:6][CH:5]=1 |f:0.1,2.3|. Procedure: A solution of 4-(4-methoxyphenyl)-2-oxo-1-aminobutane, hydrochloride (8.6 g, 37.7 mmole) and potassium thiocyanate (3.6 g, 37.7 mmole) in acetic acid (100 ml) was heated under reflux for 20 minutes. The reaction was cooled, diluted with water and the product was filtered and recrystallized from ethyl alcohol and dried to give the product as a solid (1.7 g, 19%).